This data is from the Open Reaction Database (ORD), a public repository of structured organic reaction records. The task is: describe an organic reaction: reactants, conditions, products, and yield Reactants: BrC1=CC(=C(NC(SCC(=C)Cl)=S)C=C1)C (2-chloroallyl 4-bromo-2-methyldithiocarbanilate), BrC1=CC(=C(NC([S-])=S)C=C1)C.C(C)[NH+](CC)CC (triethylammonium 4-bromo-2-methyldithiocarbanilate), 4-chloro. Product: BrC1=CC(=C(C=C1)C)N=C1SC=C(S1)C (2-(4-bromo-o-tolyl)imino-4-methyl-1,3-dithiole). As a reaction SMILES: Br[C:2]1[CH:15]=[CH:14][C:5]([NH:6][C:7](=[S:13])[S:8][CH2:9][C:10](Cl)=[CH2:11])=[C:4]([CH3:16])[CH:3]=1.[Br:17]C1C=CC(NC(=S)[S-])=C(C)C=1.C([NH+](CC)CC)C>>[Br:17][C:15]1[CH:2]=[CH:3][C:4]([CH3:16])=[C:5]([N:6]=[C:7]2[S:13][C:10]([CH3:11])=[CH:9][S:8]2)[CH:14]=1 |f:1.2|. Reported procedure: By the procedure of Example 1, 2-chloroallyl 4-bromo-2-methyldithiocarbanilate is prepared substituting triethylammonium 4-bromo-2-methyldithiocarbanilate for the 4-chloro derivative of the same and cyclized as in Example 1 to yield 2-(4-bromo-o-tolyl)imino-4-methyl-1,3-dithiole in good yield and purity. Run in ClCCl (dichloromethane). RXN SMILES: [CH:1]1([N:6]2[CH2:11][CH2:10][N:9]([C:12]([C:14]3[CH:15]=[C:16]4[C:20](=[CH:21][CH:22]=3)[NH:19][C:18]([C:23]([N:25]3[CH2:30][CH2:29][C:28]([F:32])([F:31])[CH2:27][CH2:26]3)=[O:24])=[CH:17]4)=[O:13])[CH2:8][CH2:7]2)[CH2:5][CH2:4][CH2:3][CH2:2]1.[CH3:33][C:34]1[CH:39]=[CH:38][C:37](B(O)O)=[CH:36][CH:35]=1.N1C=CC=CC=1>ClCCl.C([O-])(=O)C.[Cu+2].C([O-])(=O)C>[CH:1]1([N:6]2[CH2:7][CH2:8][N:9]([C:12]([C:14]3[CH:15]=[C:16]4[C:20](=[CH:21][CH:22]=3)[N:19]([C:37]3[CH:38]=[CH:39][C:34]([CH3:33])=[CH:35][CH:36]=3)[C:18]([C:23]([N:25]3[CH2:26][CH2:27][C:28]([F:31])([F:32])[CH2:29][CH2:30]3)=[O:24])=[CH:17]4)=[O:13])[CH2:10][CH2:11]2)[CH2:5][CH2:4][CH2:3][CH2:2]1 |f:4.5.6|. Reagents/catalysts: C(C)(=O)[O-].[Cu+2].C(C)(=O)[O-] (copper(II) acetate). The yield is 89.0%. Procedure details: The title compound was synthesized in analogy to example 66, from [5-(4-cyclopentyl-piperazine-1-carbonyl)-1H-indol-2-yl]-(4,4-difluoro-piperidin-1-yl)-methanone (example 8), 4-methylphenylboronic acid, copper(II) acetate and pyridine in dichloromethane, to give the desired product as a white foam (89%). Yields the product C1(CCCC1)N1CCN(CC1)C(=O)C=1C=C2C=C(N(C2=CC1)C1=CC=C(C=C1)C)C(=O)N1CCC(CC1)(F)F ([5-(4-Cyclopentyl-piperazine-1-carbonyl)-1-p-tolyl-1H-indol-2-yl]-(4,4-difluoro-piperidin-1-yl)-methanone). Reactants: C1(CCCC1)N1CCN(CC1)C(=O)C=1C=C2C=C(NC2=CC1)C(=O)N1CCC(CC1)(F)F ([5-(4-Cyclopentyl-piperazine-1-carbonyl)-1H-indol-2-yl]-(4,4-difluoro-piperidin-1-yl)-methanone), CC1=CC=C(C=C1)B(O)O (4-methylphenylboronic acid), N1=CC=CC=C1 (pyridine).